From a dataset of the Open Reaction Database (ORD), a public repository of structured organic reaction records. describe an organic reaction: reactants, conditions, products, and yield Reactants: F[B-](F)(F)F.[H+] (Tetrafluoroboric acid), N1=CC=CC=C1 (pyridine). Run at time 30 minute. Yields the product F[B-](F)(F)F.[NH+]1=CC=CC=C1 (pyridinium tetrafluoroborate). Yield: 62.0%. Reaction SMILES: [F:1][B-:2]([F:5])([F:4])[F:3].[H+].[N:7]1[CH:12]=[CH:11][CH:10]=[CH:9][CH:8]=1>>[F:1][B-:2]([F:5])([F:4])[F:3].[NH+:7]1[CH:12]=[CH:11][CH:10]=[CH:9][CH:8]=1 |f:0.1,3.4|. Procedure details: Tetrafluoroboric acid (250 ml, 2.00 mol) was added to cool (0° C.) pyridine (157.7 ml, 1.95 mol) within 25 min obtaining a colorless precipitate. After the acid was completely added the mixture was further stirred for 30 min at the same temperature. Then the reaction mixture was filtered. The residue was washed twice with cold ethanol and dried 12 h at high vacuum to yield 201.9 g (60%) pyridinium tetrafluoroborate as colorless crystals. Starting materials: C[P+](C)(C)CC#N, CCC#N, CS(C)=O, CCN(C(C)C)C(C)C, CCNC(=O)c1ccc(N2CCNCC2)c(Cl)c1, Cl, [I-], O=C1Nc2cc(CO)cnc2N2CCCCC12. Yields the product CCNC(=O)c1ccc(N2CCN(Cc3cnc4c(c3)NC(=O)C3CCCCN43)CC2)c(Cl)c1. As a reaction SMILES: [C:19]([CH2:20][P+:21]([CH3:22])([CH3:23])[CH3:24])#[N:25].[C:54](#[N:55])[CH2:56][CH3:57].[CH3:58][S:59]([CH3:60])=[O:61].[CH:26]([N:27]([CH2:28][CH3:29])[CH:30]([CH3:31])[CH3:32])([CH3:33])[CH3:34].[Cl:36][c:37]1[cH:38][c:39]([C:40](=[O:41])[NH:42][CH2:43][CH3:44])[cH:45][cH:46][c:47]1[N:48]1[CH2:49][CH2:50][NH:51][CH2:52][CH2:53]1.[ClH:35].[I-:18].[OH:1][CH2:2][c:3]1[cH:4][c:5]2[c:10]([n:11][cH:12]1)[N:9]1[CH:8]([C:7](=[O:17])[NH:6]2)[CH2:16][CH2:15][CH2:14][CH2:13]1>>[CH2:2]([c:3]1[cH:4][c:5]2[c:10]([n:11][cH:12]1)[N:9]1[CH:8]([C:7](=[O:17])[NH:6]2)[CH2:16][CH2:15][CH2:14][CH2:13]1)[N:51]1[CH2:50][CH2:49][N:48]([c:47]2[c:37]([Cl:36])[cH:38][c:39]([C:40](=[O:41])[NH:42][CH2:43][CH3:44])[cH:45][cH:46]2)[CH2:53][CH2:52]1. The reactants are C(C1=CC=CC=C1)OC1=CC=C(C=C1)S(=O)(=O)N1[C@@H]2CCC[C@@]2(C1=O)C ((1S,5R)-6-{[4-(benzyloxy)phenyl]sulfonyl}-1-methyl-6-azabicyclo[3.2.0]heptan-7-one). Reagents/catalysts: [Pd] (Pd/C). The solvent is C(C)(=O)OCC (ethyl acetate). Yields the product OC1=CC=C(C=C1)S(=O)(=O)N1[C@@H]2CCC[C@@]2(C1=O)C ((1S,5R)-6-[(4-hydroxyphenyl)sulfonyl]-1-methyl-6-azabicyclo[3.2.0]heptan-7-one). As a reaction SMILES: C([O:8][C:9]1[CH:14]=[CH:13][C:12]([S:15]([N:18]2[C:24](=[O:25])[C@:23]3([CH3:26])[C@H:19]2[CH2:20][CH2:21][CH2:22]3)(=[O:17])=[O:16])=[CH:11][CH:10]=1)C1C=CC=CC=1>[Pd].C(OCC)(=O)C>[OH:8][C:9]1[CH:14]=[CH:13][C:12]([S:15]([N:18]2[C:24](=[O:25])[C@:23]3([CH3:26])[C@H:19]2[CH2:20][CH2:21][CH2:22]3)(=[O:17])=[O:16])=[CH:11][CH:10]=1. Procedure details: According to the procedure of Example 47, Step 6, using (1S,5R)-6-{[4-(benzyloxy)phenyl]sulfonyl}-1-methyl-6-azabicyclo[3.2.0]heptan-7-one (354 mg, 0.954 mmol) and catalytic 10% Pd/C, with ethyl acetate added to aid solubility, (1S,5R)-6-[(4-hydroxyphenyl)sulfonyl]-1-methyl-6-azabicyclo[3.2.0]heptan-7-one was obtained (291 mg, 100%) as a colorless oil. 1H NMR (400 MHz, CHLOROFORM-D) δ ppm 1.24-1.35 (m, 4H) 1.46-1.56 (m, 1H) 1.75 (dt, J=12.32, 6.09 Hz, 1H) 2.02 (dd, J=12.63, 5.56 Hz, 1H) 2.07-2.1...